From a dataset of the Open Reaction Database (ORD), a public repository of structured organic reaction records. describe an organic reaction: reactants, conditions, products, and yield Starting materials: ClC=1N=C(C2=C(N1)C(=NC=N2)SCC2=CC1=C(C=C2)OCO1)N1CCOCC1 (2-chloro-8-(3,4-methylenedioxybenzyl-thio)-4-morpholino-pyrimido-[5,4-d]-pyrimidine), N1CCNCC1 (piperazine). Yields the product C1OC=2C=C(CSC3=NC=NC4=C3N=C(N=C4N4CCOCC4)N4CCNCC4)C=CC2O1 (8-(3,4-Methylenedioxybenzyl-thio)-4-morpholino-2-piperazino-pyrimido-[5,4-d]-pyrimidine). RXN SMILES: Cl[C:2]1[N:3]=[C:4]([N:23]2[CH2:28][CH2:27][O:26][CH2:25][CH2:24]2)[C:5]2[N:11]=[CH:10][N:9]=[C:8]([S:12][CH2:13][C:14]3[CH:19]=[CH:18][C:17]4[O:20][CH2:21][O:22][C:16]=4[CH:15]=3)[C:6]=2[N:7]=1.[NH:29]1[CH2:34][CH2:33][NH:32][CH2:31][CH2:30]1>>[CH2:21]1[O:20][C:17]2[CH:18]=[CH:19][C:14]([CH2:13][S:12][C:8]3[C:6]4[N:7]=[C:2]([N:29]5[CH2:34][CH2:33][NH:32][CH2:31][CH2:30]5)[N:3]=[C:4]([N:23]5[CH2:28][CH2:27][O:26][CH2:25][CH2:24]5)[C:5]=4[N:11]=[CH:10][N:9]=3)=[CH:15][C:16]=2[O:22]1. Procedure details: This compound was prepared analogous to Example 1 from 2-chloro-8-(3,4-methylenedioxybenzyl-thio)-4-morpholino-pyrimido-[5,4-d]-pyrimidine (m.p.: 200°-202° C.) and piperazine. The reactants are C(C)OC(C(CC1=C(C=C(C=C1)OC(CCC1OCCCO1)C1=C(N=C(S1)C1=CC=C(C=C1)C(F)(F)F)C)C)OCC)=O (3-(4-{3-[1,3]dioxan-2-yl-1-[4-methyl-2-(4-trifluoromethyl-phenyl)-thiazol-5-yl]-propoxy}-2-methyl-phenyl)-2-ethoxy-propionic acid ethyl ester), [Li+].[OH-] (LiOH). The product is O1C(OCCC1)CCC(OC1=CC(=C(C=C1)CC(C(=O)O)OCC)C)C1=C(N=C(S1)C1=CC=C(C=C1)C(F)(F)F)C (3-(4-{3-[1,3] dioxan-2-yl-1-[4-methyl-2-(4-trifluoromethyl-phenyl)-thiazol-5-yl]-propoxy}-2-methyl-phenyl)-2-ethoxy-propionic acid). Reaction SMILES: C([O:3][C:4](=[O:43])[CH:5]([O:40][CH2:41][CH3:42])[CH2:6][C:7]1[CH:12]=[CH:11][C:10]([O:13][CH:14]([C:23]2[S:27][C:26]([C:28]3[CH:33]=[CH:32][C:31]([C:34]([F:37])([F:36])[F:35])=[CH:30][CH:29]=3)=[N:25][C:24]=2[CH3:38])[CH2:15][CH2:16][CH:17]2[O:22][CH2:21][CH2:20][CH2:19][O:18]2)=[CH:9][C:8]=1[CH3:39])C.[Li+].[OH-]>>[O:22]1[CH2:21][CH2:20][CH2:19][O:18][CH:17]1[CH2:16][CH2:15][CH:14]([C:23]1[S:27][C:26]([C:28]2[CH:33]=[CH:32][C:31]([C:34]([F:37])([F:35])[F:36])=[CH:30][CH:29]=2)=[N:25][C:24]=1[CH3:38])[O:13][C:10]1[CH:11]=[CH:12][C:7]([CH2:6][CH:5]([O:40][CH2:41][CH3:42])[C:4]([OH:43])=[O:3])=[C:8]([CH3:39])[CH:9]=1 |f:1.2|. Procedure details: In analogy to the procedure described in example 10 d], 3-(4-{3-[1,3]dioxan-2-yl-1-[4-methyl-2-(4-trifluoromethyl-phenyl)-thiazol-5-yl]-propoxy}-2-methyl-phenyl)-2-ethoxy-propionic acid ethyl ester (mixture of two diastereomeric racemates) was treated with LiOH to obtain 3-(4-{3-[1,3] dioxan-2-yl-1-[4-methyl-2-(4-trifluoromethyl-phenyl)-thiazol-5-yl]-propoxy}-2-methyl-phenyl)-2-ethoxy-propionic acid as a mixture of two diastereomeric racemates as colorless liquid. Reactants: C(C)(C)(C)O[C@H](C(=O)O)C=1C(=C2C=CC(=NC2=CC1C)CCC1=CC=CC=C1)C1=CC=C(C=C1)Cl ((S)-2-tert-butoxy-2-(5-(4-chlorophenyl)-7-methyl-2-phenethylquinolin-6-yl)acetic acid), C(#C)C1CC1 (ethynylcyclopropane). Yields the product C(C)(C)(C)O[C@H](C(=O)O)C=1C(=C2C=CC(=NC2=CC1C)CCC1CC1)C1=CC=C(C=C1)Cl ((S)-2-tert-butoxy-2-(5-(4-chlorophenyl)-2-(2-cyclopropylethyl)-7-methylquinolin-6-yl)acetic acid). Reaction SMILES: [C:1]([O:5][C@@H:6]([C:10]1[C:11]([C:29]2[CH:34]=[CH:33][C:32]([Cl:35])=[CH:31][CH:30]=2)=[C:12]2[C:17](=[CH:18][C:19]=1[CH3:20])[N:16]=[C:15]([CH2:21][CH2:22][C:23]1[CH:28]=CC=C[CH:24]=1)[CH:14]=[CH:13]2)[C:7]([OH:9])=[O:8])([CH3:4])([CH3:3])[CH3:2].C(C1CC1)#C>>[C:1]([O:5][C@@H:6]([C:10]1[C:11]([C:29]2[CH:30]=[CH:31][C:32]([Cl:35])=[CH:33][CH:34]=2)=[C:12]2[C:17](=[CH:18][C:19]=1[CH3:20])[N:16]=[C:15]([CH2:21][CH2:22][CH:23]1[CH2:28][CH2:24]1)[CH:14]=[CH:13]2)[C:7]([OH:9])=[O:8])([CH3:3])([CH3:4])[CH3:2]. Procedure details: (S)-2-tert-Butoxy-2-(5-(4-chlorophenyl)-2-(2-cyclopropylethyl)-7-methylquinolin-6-yl)acetic acid (39) (5.7 mg) was prepared in a similar manner as compound (S)-2-tert-butoxy-2-(5-(4-chlorophenyl)-7-methyl-2-phenethylquinolin-6-yl)acetic acid of Example 37 except using ethynylcyclopropane instead of ethynylbenzene. 1H-NMR 400 MHz (CD3OD) δ 8.17 (d, J=8.4 Hz, 1 H), 7.91 (s, 1 H), 7.66 (d, J=8.8 Hz, 1 H), 7.6-7.5 (m, 3 H), 7.31 (m, 1 H), 5.18 (s, 1 H), 3.21 (m, 2 H), 2.71 (s, 3 H), 1.72 (m, 2 H), 0...